From a dataset of the Open Reaction Database (ORD), a public repository of structured organic reaction records. describe an organic reaction: reactants, conditions, products, and yield Reactants: CC1=C(C=CC2=CC=CC=C12)OC1CCN(CC1)C (4-(1-methyl-2-naphthalenyloxy)-1-methylpiperidine), ClC(=O)OCC1=CC=CC=C1 (benzyl chloroformate). Yields the product CC1=C(C=CC2=CC=CC=C12)OC1CCN(CC1)C(=O)OCC1=CC=CC=C1 (4-(1-methyl-2-naphthalenyloxy)-1-(phenylmethoxycarbonyl)piperidine), Cl.CC1=C(C=CC2=CC=CC=C12)OC1CCNCC1 (4-(1-methyl-2-naphthalenyloxy)piperidine hydrochloride). As a reaction SMILES: [CH3:1][C:2]1[C:11]2[C:6](=[CH:7][CH:8]=[CH:9][CH:10]=2)[CH:5]=[CH:4][C:3]=1[O:12][CH:13]1[CH2:18][CH2:17][N:16](C)[CH2:15][CH2:14]1.[Cl:20][C:21]([O:23][CH2:24][C:25]1[CH:30]=[CH:29][CH:28]=[CH:27][CH:26]=1)=[O:22]>>[CH3:1][C:2]1[C:11]2[C:6](=[CH:7][CH:8]=[CH:9][CH:10]=2)[CH:5]=[CH:4][C:3]=1[O:12][CH:13]1[CH2:18][CH2:17][N:16]([C:21]([O:23][CH2:24][C:25]2[CH:30]=[CH:29][CH:28]=[CH:27][CH:26]=2)=[O:22])[CH2:15][CH2:14]1.[ClH:20].[CH3:1][C:2]1[C:11]2[C:6](=[CH:7][CH:8]=[CH:9][CH:10]=2)[CH:5]=[CH:4][C:3]=1[O:12][CH:13]1[CH2:18][CH2:17][NH:16][CH2:15][CH2:14]1 |f:3.4|. Procedure: When in the procedure of Example 11 4-(1-methyl-2-naphthalenyloxy)-1-methylpiperidine is reacted with benzyl chloroformate, the resulting 4-(1-methyl-2-naphthalenyloxy)-1-(phenylmethoxycarbonyl)piperidine yields upon hydrolysis 4-(1-methyl-2-naphthalenyloxy)piperidine hydrochloride.